Dataset: the Open Reaction Database (ORD), a public repository of structured organic reaction records. Task: describe an organic reaction: reactants, conditions, products, and yield The reactants are CO, C=Cc1cccc([N+](=O)[O-])c1. Product: C=Cc1cccc(N)c1. RXN SMILES: [CH3:12][OH:13].[N+:1]([O-:2])(=[O:3])[c:4]1[cH:5][c:6]([CH:7]=[CH2:8])[cH:9][cH:10][cH:11]1>>[NH2:1][c:4]1[cH:5][c:6]([CH:7]=[CH2:8])[cH:9][cH:10][cH:11]1. Starting materials: C1(=CC=CC=C1)COC(=O)NCC(=O)N[C@@H](CS(=O)(=O)C1=CC=C(C=C1)SC1=CC=CC=C1)C(=O)OC (N-[2-[[(Phenylmethoxy)carbonyl]amino]acetyl]-3-[[4-(phenylthio)phenyl]sulfonyl]alanine, Methyl Ester), NO (NH2OH). Run in O1CCCC1 (tetrahydrofuran), CO (methanol). Conditions: time 20 hour. Yields the product C1(=CC=CC=C1)COC(NCC(=O)NC(C(=O)NO)CS(=O)(=O)C1=CC=C(C=C1)SC1=CC=CC=C1)=O (Phenylmethyl-[2-[[2-(hydroxyamino)-2-oxo-1-[[[4-(phenylthio)-phenyl]sulfonyl]methyl]ethyl]amino]-2-oxoethyl]carbamate). Isolated yield 18.2%. As a reaction SMILES: [C:1]1([CH2:7][O:8][C:9]([NH:11][CH2:12][C:13]([NH:15][C@H:16]([C:34](OC)=[O:35])[CH2:17][S:18]([C:21]2[CH:26]=[CH:25][C:24]([S:27][C:28]3[CH:33]=[CH:32][CH:31]=[CH:30][CH:29]=3)=[CH:23][CH:22]=2)(=[O:20])=[O:19])=[O:14])=[O:10])[CH:6]=[CH:5][CH:4]=[CH:3][CH:2]=1.[NH2:38][OH:39]>O1CCCC1.CO>[C:1]1([CH2:7][O:8][C:9](=[O:10])[NH:11][CH2:12][C:13]([NH:15][CH:16]([CH2:17][S:18]([C:21]2[CH:22]=[CH:23][C:24]([S:27][C:28]3[CH:33]=[CH:32][CH:31]=[CH:30][CH:29]=3)=[CH:25][CH:26]=2)(=[O:19])=[O:20])[C:34]([NH:38][OH:39])=[O:35])=[O:14])[CH:6]=[CH:5][CH:4]=[CH:3][CH:2]=1. Procedure: To a solution of the title compound of Example 16b (440 mg, 0.81 mmol) in tetrahydrofuran (9 mL) and methanol (3 mL) was added NH2OH (50% aqueous solution, 0.74 mL, 12 mmol). After stirring for 20 hours at room temperature, the solution was concentrated. Purification by flash chromatography (5:95 MeOH/CHCl3) yielded the title compound as a white solid (80 mg, 18%): Anal. Calcd. for C25H25N3O7S2.0.25 H2O: C, 54.78; H, 4.69; N, 7.67; S, 11.70. Found: C, 54.78; H, 4.72; N, 7.46; S, 11.53. The reactants are [Br-], Cc1cc(CO)ccc1Br, N#Cc1ccccc1OB(O)O, CCCC[N+](CCCC)(CCCC)CCCC, Cc1ccccc1, ClCCl, [Na+], [Na+], O=C([O-])[O-]. Product: Cc1cc(CO)ccc1-c1ccccc1C#N. As a reaction SMILES: [Br-:32].[Br:1][c:2]1[c:3]([CH3:10])[cH:4][c:5]([CH2:6][OH:7])[cH:8][cH:9]1.[C:11](#[N:12])[c:13]1[c:14]([O:19][B:20]([OH:21])[OH:22])[cH:15][cH:16][cH:17][cH:18]1.[CH3:33][CH2:34][CH2:35][CH2:36][N+:37]([CH2:38][CH2:39][CH2:40][CH3:41])([CH2:42][CH2:43][CH2:44][CH3:45])[CH2:46][CH2:47][CH2:48][CH3:49].[CH3:50][c:51]1[cH:52][cH:53][cH:54][cH:55][cH:56]1.[Cl:23][CH2:24][Cl:25].[Na+:26].[Na+:27].[O-:28][C:29](=[O:30])[O-:31]>>[c:2]1(-[c:14]2[c:13]([C:11]#[N:12])[cH:18][cH:17][cH:16][cH:15]2)[c:3]([CH3:10])[cH:4][c:5]([CH2:6][OH:7])[cH:8][cH:9]1. The reactants are N(=NC(=O)OCC)C(=O)OCC (Diethyl azodicarboxylate), C1(=CC=CC=C1)C (toluene), CN(C(OC(C)(C)C)=O)[C@H](C(N[C@@H]1C(NC2=C(OC1)C=CC=C2)=O)=O)C (tert-butyl methyl((S)-1-oxo-1-((S)-4-oxo-2,3,4,5-tetrahydrobenzo[b][1,4]oxazepin-3-ylamino)propan-2-yl)carbamate), ClC=1N(C2=CC=CC=C2C1CO)C1=C(C#N)C=CC=C1 (2-(2-chloro-3-(hydroxymethyl)-1H-indol-1-yl)benzonitrile), C1=CC=C(C=C1)P(C2=CC=CC=C2)C3=CC=CC=C3 (Ph3P). The product is ClC=1N(C2=CC=CC=C2C1CN1C2=C(OC[C@@H](C1=O)NC([C@H](C)N(C(OC(C)(C)C)=O)C)=O)C=CC=C2)C2=C(C=CC=C2)C#N (tert-butyl (S)-1-((S)-5-((2-chloro-1-(2-cyanophenyl)-1H-indol-3-yl)methyl)-4-oxo-2,3,4,5-tetrahydrobenzo[b][1,4]oxazepin-3-ylamino)-1-oxopropan-2-yl(methyl)carbamate). Reported procedure: Diethyl azodicarboxylate solution 40 wt. % in toluene (DEAD 40% w/w, 360 mg, 377 μl, 828 μmol, Eq: 2) was added to a solution of tert-butyl methyl((S)-1-oxo-1-((S)-4-oxo-2,3,4,5-tetrahydrobenzo[b][1,4]oxazepin-3-ylamino)propan-2-yl)carbamate (226 mg, 621 μmol, Eq: 1.5), 2-(2-chloro-3-(hydroxymethyl)-1H-indol-1-yl)benzonitrile (117 mg, 414 1=01, Eq: 1.00) and Ph3P (217 mg, 828 μmol, Eq: 2) in THF (5 mL) and the mixture was stirred at RT for 2.5 d. The mixture was diluted with MeOH (10 mL), concen... As a reaction SMILES: N(C(OCC)=O)=NC(OCC)=O.C1(C)C=CC=CC=1.[CH3:20][N:21]([C@@H:29]([CH3:45])[C:30](=[O:44])[NH:31][C@H:32]1[CH2:38][O:37][C:36]2[CH:39]=[CH:40][CH:41]=[CH:42][C:35]=2[NH:34][C:33]1=[O:43])[C:22](=[O:28])[O:23][C:24]([CH3:27])([CH3:26])[CH3:25].[Cl:46][C:47]1[N:48]([C:58]2[CH:65]=[CH:64][CH:63]=[CH:62][C:59]=2[C:60]#[N:61])[C:49]2[C:54]([C:55]=1[CH2:56]O)=[CH:53][CH:52]=[CH:51][CH:50]=2.C1C=CC(P(C2C=CC=CC=2)C2C=CC=CC=2)=CC=1>C1COCC1.CO>[Cl:46][C:47]1[N:48]([C:58]2[CH:65]=[CH:64][CH:63]=[CH:62][C:59]=2[C:60]#[N:61])[C:49]2[C:54]([C:55]=1[CH2:56][N:34]1[C:33](=[O:43])[C@@H:32]([NH:31][C:30](=[O:44])[C@@H:29]([N:21]([CH3:20])[C:22](=[O:28])[O:23][C:24]([CH3:27])([CH3:25])[CH3:26])[CH3:45])[CH2:38][O:37][C:36]3[CH:39]=[CH:40][CH:41]=[CH:42][C:35]1=3)=[CH:53][CH:52]=[CH:51][CH:50]=2. Yield: 50.0%. Conditions: time 2.5 day. Solvent: C1CCOC1 (THF), CO (MeOH). The reactants are O (water), B(Br)(Br)Br (boron tribromide), COC1=CC=C(CSC2=CC=C(S2)S(=O)(=O)N)C=C1 (5-(4-methoxybenzylthio)thiophene-2-sulfonamide). The solvent is C(Cl)Cl (methylene chloride), C(Cl)Cl (methylene chloride). Conditions: time 4 hour. The product is OC1=CC=C(CSC2=CC=C(S2)S(=O)(=O)N)C=C1 (5-(4-Hydroxybenzylthio)thiophene-2-sulfonamide). Yield: 2.9%. RXN SMILES: B(Br)(Br)Br.C[O:6][C:7]1[CH:23]=[CH:22][C:10]([CH2:11][S:12][C:13]2[S:17][C:16]([S:18]([NH2:21])(=[O:20])=[O:19])=[CH:15][CH:14]=2)=[CH:9][CH:8]=1.O>C(Cl)Cl>[OH:6][C:7]1[CH:23]=[CH:22][C:10]([CH2:11][S:12][C:13]2[S:17][C:16]([S:18]([NH2:21])(=[O:19])=[O:20])=[CH:15][CH:14]=2)=[CH:9][CH:8]=1. Reported procedure: A solution of boron tribromide (3.12 ml, 8.27g, 0.033 mol) in methylene chloride (30 ml) was added dropwise to a stirred solution of 5-(4-methoxybenzylthio)thiophene-2-sulfonamide (3.4 g, 0.11 mol) in methylene chloride (100 ml). The dark reaction mixture was stirred four hours, treated with water (125 ml) and extracted with ethyl acetate (500 ml). The organic layer was separated, washed with water (2×100 ml), saturated NaCl solution (100 ml) and dried (Na2SO4). The filtrate was evaporated to dr... Reactants: C#CCO, ClCCl, O=[Cr](=O)([O-])Cl, Cc1ccc(C#CCO)cc1, c1cc[nH+]cc1. The product is Cc1ccc(C#CC=O)cc1. Reaction SMILES: [CH2:23]([OH:24])[C:25]#[CH:26].[Cl:27][CH2:28][Cl:29].[O:1]=[Cr:2]([Cl:3])([O-:4])=[O:5].[c:12]1([CH3:22])[cH:13][cH:14][c:15]([C:18]#[C:19][CH2:20][OH:21])[cH:16][cH:17]1.[nH+:6]1[cH:7][cH:8][cH:9][cH:10][cH:11]1>>[c:12]1([CH3:22])[cH:13][cH:14][c:15]([C:18]#[C:19][CH:20]=[O:21])[cH:16][cH:17]1. Starting materials: O=C([O-])[O-], [Cs+], [Cs+], N#Cc1ccc(F)cc1, CC(C)(C)OC(=O)N1CCC(C2CCNCC2)CC1, CN(C)C=O. Yields the product CC(C)(C)OC(=O)N1CCC(C2CCN(c3ccc(C#N)cc3)CC2)CC1. RXN SMILES: [C:29](=[O:30])([O-:31])[O-:32].[Cs+:33].[Cs+:34].[F:20][c:21]1[cH:22][cH:23][c:24]([C:25]#[N:26])[cH:27][cH:28]1.[N:1]1([C:13](=[O:14])[O:15][C:16]([CH3:17])([CH3:18])[CH3:19])[CH2:2][CH2:3][CH:4]([CH:7]2[CH2:8][CH2:9][NH:10][CH2:11][CH2:12]2)[CH2:5][CH2:6]1.[O:35]=[CH:36][N:37]([CH3:38])[CH3:39]>>[N:1]1([C:13](=[O:14])[O:15][C:16]([CH3:17])([CH3:18])[CH3:19])[CH2:2][CH2:3][CH:4]([CH:7]2[CH2:8][CH2:9][N:10]([c:21]3[cH:22][cH:23][c:24]([C:25]#[N:26])[cH:27][cH:28]3)[CH2:11][CH2:12]2)[CH2:5][CH2:6]1. The product is CC(C)Oc1ccccc1[N+](=O)[O-]. RXN SMILES: [C:11](=[O:12])([O-:13])[O-:14].[CH3:21][C:22]([CH3:23])=[O:24].[CH3:25][N:26]([CH3:27])[CH:28]=[O:29].[CH:17]([CH3:18])([CH3:19])[Br:20].[K+:15].[K+:16].[OH:1][c:2]1[cH:3][cH:4][cH:5][cH:6][c:7]1[N+:8]([O-:9])=[O:10]>>[O:1]([c:2]1[cH:3][cH:4][cH:5][cH:6][c:7]1[N+:8]([O-:9])=[O:10])[CH:17]([CH3:18])[CH3:19]. The reactants are O=C([O-])[O-], CC(C)=O, CN(C)C=O, CC(C)Br, [K+], [K+], O=[N+]([O-])c1ccccc1O.